This data is from the Open Reaction Database (ORD), a public repository of structured organic reaction records. The task is: describe an organic reaction: reactants, conditions, products, and yield The reactants are O=C([O-])[O-], CC(C)(C)OC(=O)NC1CCCNC1, CN(C)C=O, CCOC(C)=O, COC(=O)c1ccccc1F, [K+], [K+]. The product is COC(=O)c1ccccc1N1CCCC(NC(=O)OC(C)(C)C)C1. Reaction SMILES: [C:15](=[O:16])([O-:17])[O-:18].[C:1]([CH3:2])([CH3:3])([CH3:4])[O:5][C:6](=[O:7])[NH:8][CH:9]1[CH2:10][NH:11][CH2:12][CH2:13][CH2:14]1.[CH3:32][N:33]([CH3:34])[CH:35]=[O:36].[CH3:37][CH2:38][O:39][C:40](=[O:41])[CH3:42].[F:21][c:22]1[c:23]([C:24](=[O:25])[O:26][CH3:27])[cH:28][cH:29][cH:30][cH:31]1.[K+:19].[K+:20]>>[C:1]([CH3:2])([CH3:3])([CH3:4])[O:5][C:6](=[O:7])[NH:8][CH:9]1[CH2:10][N:11]([c:22]2[c:23]([C:24](=[O:25])[O:26][CH3:27])[cH:28][cH:29][cH:30][cH:31]2)[CH2:12][CH2:13][CH2:14]1. The reactants are BrC1=CC=C(O[C@@H]2[C@@H](CNCC2)C2=CC=CC=C2)C=C1 (cis-4-(4-bromophenoxy)-3-phenylpiperidine), C=O (formaldehyde), C(\C=C\C(=O)O)(=O)O (fumaric acid), [OH-].[Na+] (sodium hydroxide). Solvent: C(=O)O (formic acid), CCOCC (ether), C(C)O (ethanol), CCOCC (ether). Product: C(\C=C\C(=O)O)(=O)O.BrC1=CC=C(O[C@@H]2[C@@H](CN(CC2)C)C2=CC=CC=C2)C=C1 (Cis-4-(4-bromophenoxy)-1-methyl-3-phenylpiperidine fumarate). Reaction SMILES: [Br:1][C:2]1[CH:20]=[CH:19][C:5]([O:6][C@H:7]2[CH2:12][CH2:11][NH:10][CH2:9][C@H:8]2[C:13]2[CH:18]=[CH:17][CH:16]=[CH:15][CH:14]=2)=[CH:4][CH:3]=1.C=O.[OH-].[Na+].[C:25]([OH:32])(=[O:31])/[CH:26]=[CH:27]/[C:28]([OH:30])=[O:29]>CCOCC.C(O)C.C(O)=O>[C:25]([OH:32])(=[O:31])/[CH:26]=[CH:27]/[C:28]([OH:30])=[O:29].[Br:1][C:2]1[CH:3]=[CH:4][C:5]([O:6][C@H:7]2[CH2:12][CH2:11][N:10]([CH3:25])[CH2:9][C@H:8]2[C:13]2[CH:18]=[CH:17][CH:16]=[CH:15][CH:14]=2)=[CH:19][CH:20]=1 |f:2.3,8.9|. Procedure: A mixture of 2.4 g of cis-4-(4-bromophenoxy)-3-phenylpiperidine, 7.2 ml of 100% formic acid and 0.81 ml of 37% aqueous formaldehyde solution is refluxed for one hour under nitrogen, cooled and made basic with 35 ml of 10% aqueous sodium hydroxide solution. The mixture is extracted with ether (2×50 ml), the ether extracts are washed with saturated sodium chloride solution, dried overnight over anhydrous sodium sulfate, filtered and concentrated in vacuo to afford a yellow oil. The oil is dissolve... Starting materials: C(C)(C)N(C(=O)N[C@@H](C(C)(C)C)C(=O)O)CCCC=C (N-{[isopropyl(pent-4-en-1-yl)amino]carbonyl}-3-methyl-L-valine), BrCCCCC=C (6-bromo-1-hexene). RXN SMILES: [CH:1]([N:4]([CH2:16][CH2:17][CH2:18][CH:19]=[CH2:20])[C:5]([NH:7][C@H:8]([C:13]([OH:15])=[O:14])[C:9]([CH3:12])([CH3:11])[CH3:10])=[O:6])([CH3:3])[CH3:2].Br[CH2:22]CCCC=C>>[CH2:16]([N:4]([CH:1]([CH3:2])[CH3:3])[C:5]([NH:7][C@H:8]([C:13]([OH:15])=[O:14])[C:9]([CH3:12])([CH3:11])[CH3:10])=[O:6])[CH2:17][CH2:18][CH2:19][CH:20]=[CH2:22]. Product: C(CCCC=C)N(C(=O)N[C@@H](C(C)(C)C)C(=O)O)C(C)C (N-{[Hex-5-en-1-yl(isopropyl)amino]carbonyl}-3-methyl-L-valine). Procedure details: N-{[Hex-5-en-1-yl(isopropyl)amino]carbonyl}-3-methyl-L-valine was prepared according to the procedure described for N-{[isopropyl(pent-4-en-1-yl)amino]carbonyl}-3-methyl-L-valine by using 6-bromo-1-hexene in Step 1. LRMS (ESI) m/z 299 [(M+H)+; calcd for C16H31N2O3: 299.2]. Conditions: temperature 100 celsius, time 3 day. Procedure: 6.45 g of 1-(4-methoxybenzyl)-1H-indazole-3-carboximidamide (23.0 mmol, 1 eq.), 5.40 g of 3,3-bis(dimethylamino)-2-methoxypropanenitrile (1-2-1, 31.5 mmol, 1.37 eq.) and 0.455 ml of piperidine (4.60 mmol, 0.2 eq.) were dissolved in 82.7 ml of dry 3-methylbutan-1-ol, put under a nitrogen atmosphere and stirred at 100° C. for 3 days. The mixture was cooled down at room temperature and stirred for 18 hours for crystallization. The resulting suspension was filtered off. The crystals were washed with... As a reaction SMILES: [CH3:1][O:2][C:3]1[CH:21]=[CH:20][C:6]([CH2:7][N:8]2[C:16]3[C:11](=[CH:12][CH:13]=[CH:14][CH:15]=3)[C:10]([C:17](=[NH:19])[NH2:18])=[N:9]2)=[CH:5][CH:4]=1.C[N:23](C)[CH:24](N(C)C)[CH:25]([O:28][CH3:29])[C:26]#N.N1CCCCC1>CC(C)CCO>[CH3:29][O:28][C:25]1[C:24]([NH2:23])=[N:19][C:17]([C:10]2[C:11]3[C:16](=[CH:15][CH:14]=[CH:13][CH:12]=3)[N:8]([CH2:7][C:6]3[CH:5]=[CH:4][C:3]([O:2][CH3:1])=[CH:21][CH:20]=3)[N:9]=2)=[N:18][CH:26]=1. Yields the product COC=1C(=NC(=NC1)C1=NN(C2=CC=CC=C12)CC1=CC=C(C=C1)OC)N (5-methoxy-2-[1-(4-methoxybenzyl)-1H-indazol-3-yl]pyrimidin-4-amine). The solvent is CC(CCO)C (3-methylbutan-1-ol). Reactants: COC1=CC=C(CN2N=C(C3=CC=CC=C23)C(N)=N)C=C1 (1-(4-methoxybenzyl)-1H-indazole-3-carboximidamide), CN(C(C(C#N)OC)N(C)C)C (3,3-bis(dimethylamino)-2-methoxypropanenitrile), N1CCCCC1 (piperidine). Reactants: Cl (HCl), BrC1=C(C=C(C=C1)C1(CC1)C#N)F (4-bromo-3-fluorophenylcyclopropanenitrile), OO (H2O2), [OH-].[Na+] (NaOH). The solvent is CO (methanol). The product is BrC1=C(C=C(C=C1)C1(CC1)C(=O)O)F (4-bromo-3-fluorophenylcyclopropanecarboxylic Acid). As a reaction SMILES: [Br:1][C:2]1[CH:7]=[CH:6][C:5]([C:8]2([C:11]#N)[CH2:10][CH2:9]2)=[CH:4][C:3]=1[F:13].[OH-:14].[Na+].[OH:16]O.Cl>CO>[Br:1][C:2]1[CH:7]=[CH:6][C:5]([C:8]2([C:11]([OH:16])=[O:14])[CH2:10][CH2:9]2)=[CH:4][C:3]=1[F:13] |f:1.2|. Procedure details: A suspension of 4-bromo-3-fluorophenylcyclopropanenitrile (21 mmoles) in methanol (10 ml) is added with a 35% NaOH aqueous solution (40 ml) and a 35% H2O2 aqueous solution (3 ml), then is refluxed for 4 hours, cooled at room temperature and added with 2N HCl (250 ml). The precipitated solid is collected by filtration and redissolved in a 5% NaHCO3 aqueous solution (300 ml). The insoluble fraction is filtered off and the clear filtrate is acidified to pH=2 with 2N HCl. The product precipitates as... Reactants: IC1=CC=C(N)C=C1 (4-iodoaniline), FC1=C(C=C(C=C1)C(F)(F)F)N=C=O (2-fluoro-5-(trifluoromethyl)phenyl isocyanate), CCCCCC (hexane). Run in ClCCCl (1,2-dichloroethane). Conditions: temperature 0 celsius. The product is FC1=C(C=C(C=C1)C(F)(F)F)NC(=O)NC1=CC=C(C=C1)I (1-[2-fluoro-5-(trifluoromethyl)phenyl]-3-(4-iodophenyl)urea). Yield: 81.6%. As a reaction SMILES: [I:1][C:2]1[CH:8]=[CH:7][C:5]([NH2:6])=[CH:4][CH:3]=1.[F:9][C:10]1[CH:15]=[CH:14][C:13]([C:16]([F:19])([F:18])[F:17])=[CH:12][C:11]=1[N:20]=[C:21]=[O:22].CCCCCC>ClCCCl>[F:9][C:10]1[CH:15]=[CH:14][C:13]([C:16]([F:19])([F:18])[F:17])=[CH:12][C:11]=1[NH:20][C:21]([NH:6][C:5]1[CH:7]=[CH:8][C:2]([I:1])=[CH:3][CH:4]=1)=[O:22]. Procedure details: To a solution of 4-iodoaniline (438 mg, 2.0 mmol) in 15.0 mL 1,2-dichloroethane at rt was added 2-fluoro-5-(trifluoromethyl)phenyl isocyanate (0.304 mL, 2.1 mmol). After 50 minutes 3 mL hexane was added, the mixture cooled to 0° C., the precipitant filtered and rinsed with 10% EtOAc/hexane to give the title compound as a light purple solid (692 mg, 82%). 1H NMR (DSMO-d6) δ: 9.26 (s, 1H), 8.90 (d, J=2.9 Hz, 1H), 8.59 (dd, J=7.3, 2.3 Hz, 1H), 7.60-7.65 (m, 2H), 7.46-7.54 (m, 1H), 7.36-7.43 (m, 1H)... Reactants: solution, COCCO[AlH2-]OCCOC.[Na+] (Vitride), O (water), BrC1=C2C=CC(=CC2=CC=C1)C(=O)OC (Methyl 5-bromo-2-naphthoate), Cl (hydrochloric acid). Solvent: C1=CC=CC=C1 (benzene), C1=CC=CC=C1 (benzene). Yields the product BrC1=C2C=CC(=CC2=CC=C1)CO (5-Bromo-2-hydroxymethyl-naphthalene). Yield: 89.5%. RXN SMILES: [Br:1][C:2]1[CH:11]=[CH:10][CH:9]=[C:8]2[C:3]=1[CH:4]=[CH:5][C:6]([C:12](OC)=[O:13])=[CH:7]2.COCCO[AlH2-]OCCOC.[Na+].O.Cl>C1C=CC=CC=1>[Br:1][C:2]1[CH:11]=[CH:10][CH:9]=[C:8]2[C:3]=1[CH:4]=[CH:5][C:6]([CH2:12][OH:13])=[CH:7]2 |f:1.2|. Reported procedure: Methyl 5-bromo-2-naphthoate (6.0 g) in benzene (100 ml) was cooled at 7° and a 70% solution of Vitride (sodium dihydro bis-2-methoxyethoxy aluminate) (10 ml) in benzene (20 ml)) was added dropwise with stirring. The solution was stirred for 4 hours at this temperature and decomposed with water and dilute hydrochloric acid. The benzene solution was separated and washed successively with dilute acid, saturated sodium bicarbonate solution and saturated sodium chloride solution, dried over sodium su...